From a dataset of the Open Reaction Database (ORD), a public repository of structured organic reaction records. describe an organic reaction: reactants, conditions, products, and yield Reactants: C(C1=CC=CC=C1)OC=1C=C(C=C2C=C(NC12)C(=O)N)OC1=CC=C(C=C1)S(=O)(=O)C (7-(benzyloxy)-5-[4-(methylsulfonyl)phenoxy]-1H-indole-2-carboxamide), N1=CC=CC=C1 (pyridine), CN(C=O)C (N,N-dimethylformamide), N1=CC=CC=C1 (Pyridine), C(C(=O)Cl)(=O)Cl (oxalyl chloride), C(C(=O)Cl)(=O)Cl (oxalyl chloride). Run in O (Water). Reaction conditions: time 2 hour. The product is C(C1=CC=CC=C1)OC=1C=C(C=C2C=C(NC12)C#N)OC1=CC=C(C=C1)S(=O)(=O)C (7-(Benzyloxy)-5-[4-(methylsulfonyl)phenoxy]-1H-indole-2-carbonitrile). The yield is 82.0%. RXN SMILES: [CH2:1]([O:8][C:9]1[CH:10]=[C:11]([O:21][C:22]2[CH:27]=[CH:26][C:25]([S:28]([CH3:31])(=[O:30])=[O:29])=[CH:24][CH:23]=2)[CH:12]=[C:13]2[C:17]=1[NH:16][C:15]([C:18]([NH2:20])=O)=[CH:14]2)[C:2]1[CH:7]=[CH:6][CH:5]=[CH:4][CH:3]=1.N1C=CC=CC=1.CN(C)C=O.C(Cl)(=O)C(Cl)=O>O>[CH2:1]([O:8][C:9]1[CH:10]=[C:11]([O:21][C:22]2[CH:23]=[CH:24][C:25]([S:28]([CH3:31])(=[O:30])=[O:29])=[CH:26][CH:27]=2)[CH:12]=[C:13]2[C:17]=1[NH:16][C:15]([C:18]#[N:20])=[CH:14]2)[C:2]1[CH:7]=[CH:6][CH:5]=[CH:4][CH:3]=1. Procedure details: To a mixture of 7-(benzyloxy)-5-[4-(methylsulfonyl)phenoxy]-1H-indole-2-carboxamide (840 mg), pyridine (0.23 mL) and N,N-dimethylformamide (20 mL) was added dropwise oxalyl chloride (0.25 mL) under ice-cooling, and the mixture was stirred for 2 hr. Pyridine (0.23 mL) and oxalyl chloride (0.25 mL) were successively added, and the mixture was further stirred for 30 min. Water was added to the reaction solution, and the mixture was subjected to extraction with ethyl acetate. The organic layer was w... Starting materials: O=C([O-])O, C=CCc1ccc2oc(C(=O)OCC)cc(=O)c2c1O, CCO, [Na+]. The product is C=CCc1ccc2oc(C(=O)O)cc(=O)c2c1O. Reaction SMILES: [C:24](=[O:25])([OH:26])[O-:27].[CH2:1]([CH3:2])[O:3][C:4](=[O:5])[c:6]1[o:7][c:8]2[c:9]([c:10](=[O:12])[cH:11]1)[c:13]([OH:20])[c:14]([CH2:17][CH:18]=[CH2:19])[cH:15][cH:16]2.[CH3:21][CH2:22][OH:23].[Na+:28]>>[O:3]=[C:4]([OH:5])[c:6]1[o:7][c:8]2[c:9]([c:10](=[O:12])[cH:11]1)[c:13]([OH:20])[c:14]([CH2:17][CH:18]=[CH2:19])[cH:15][cH:16]2. The reactants are CN(C=1C=C(C(=O)O)C=CC1)C (3-dimethylaminobenzoic acid), C1CCC(CC1)N=C=NC2CCCCC2 (DCC), CS(=O)(=O)OC1=CC2=CC=C(C=C2C=C1)C(N)=N (6-amidino-2-naphthol methanesulfonate). Run in N1=CC=CC=C1 (pyridine). Conditions: time 30 minute. The product is C(O)(O)=O.CN(C=1C=C(C(=O)OC2=CC3=CC=C(C=C3C=C2)C(N)=N)C=CC1)C (6-amidino-2-naphthyl 3-dimethylaminobenzoate carbonate). The yield is 109.5%. Reaction SMILES: [CH3:1][N:2]([CH3:12])[C:3]1[CH:4]=[C:5]([CH:9]=[CH:10][CH:11]=1)[C:6]([OH:8])=[O:7].C1CCC(N=C=NC2CCCCC2)CC1.CS([O:32][C:33]1[CH:42]=[CH:41][C:40]2[C:35](=[CH:36][CH:37]=[C:38]([C:43](=[NH:45])[NH2:44])[CH:39]=2)[CH:34]=1)(=O)=[O:30]>N1C=CC=CC=1>[C:6](=[O:7])([OH:30])[OH:8].[CH3:1][N:2]([CH3:12])[C:3]1[CH:4]=[C:5]([CH:9]=[CH:10][CH:11]=1)[C:6]([O:32][C:33]1[CH:42]=[CH:41][C:40]2[C:35](=[CH:36][CH:37]=[C:38]([C:43](=[NH:45])[NH2:44])[CH:39]=2)[CH:34]=1)=[O:7] |f:4.5|. Procedure: To 70 ml of dried pyridine, were added 2.9 g of 3-dimethylaminobenzoic acid and 4.4 g of DCC. The mixture was stirred for 30 minutes while cooling in ice. After addition of 5.0 g of 6-amidino-2-naphthol methanesulfonate, the mixture was further stirred for one hour under cooling in ice and then overnight at room temperature. The reaction mixture was filtered and the filtrate was mixed with ethyl ether. The precipitate which was formed was collected by filtration, dissolved in a small quantity of... Starting materials: CC=1C=NN(C1)C=1C=CC(=C(C1)N1CCCCC1)[N+](=O)[O-] (1-[5-(4-Methyl-pyrazol-1-yl)-2-nitro-phenyl]-piperidine), TiCl3. Run in C1CCOC1 (THF). Yields the product CC=1C=NN(C1)C1=CC(=C(C=C1)N)N1CCCCC1 (4-(4-methyl-pyrazol-1-yl)-2-piperidin-1-yl-phenylamine). The yield is 95.0%. Reaction SMILES: [CH3:1][C:2]1[CH:3]=[N:4][N:5]([C:7]2[CH:8]=[CH:9][C:10]([N+:19]([O-])=O)=[C:11]([N:13]3[CH2:18][CH2:17][CH2:16][CH2:15][CH2:14]3)[CH:12]=2)[CH:6]=1>C1COCC1>[CH3:1][C:2]1[CH:3]=[N:4][N:5]([C:7]2[CH:8]=[CH:9][C:10]([NH2:19])=[C:11]([N:13]3[CH2:18][CH2:17][CH2:16][CH2:15][CH2:14]3)[CH:12]=2)[CH:6]=1. Procedure: 1-[5-(4-Methyl-pyrazol-1-yl)-2-nitro-phenyl]-piperidine (110 mg, 0.38 mmol, as prepared in the previous step) was allowed to react with TiCl3 (2.3 mL, 3.8 mmol) in 3 mL of THF. The reaction was quenched with satd aq NaHCO3 (15 mL) and poured into 25 mL of EtOAc. The organic layer was separated, washed with water (2×25 mL), dried (Na2SO4), and concentrated in vacuo to afford 94 mg (95%) of 4-(4-methyl-pyrazol-1-yl)-2-piperidin-1-yl-phenylamine, which was allowed to react in a similar manner to Ex... Reactants: C[Si](C)(C)[N-][Si](C)(C)C.[Li+] (Lithium bis(trimethylsilyl)amide), solution, ClC1=NC=CC=2C(=C(C=CC12)C)N (1-chloro-6-methylisoquinolin-5-amine), FC1=NC=CC=C1C1=C2C(=NC=N1)NN=C2 (4-(2-fluoropyridin-3-yl)-1H-pyrazolo[3,4-d]pyrimidine), CO (MeOH). Run in C1CCOC1 (THF), C1CCOC1 (THF), CC(=O)O (AcOH). Conditions: time 8 hour. The product is N1N=CC=2C1=NC=NC2C=2C(=NC=CC2)NC=2C=1C=CN=C(C1C=CC2C)Cl (N-(3-(1H-pyrazolo[3,4-d]pyrimidin-4-yl)pyridin-2-yl)-1-chloro-6-methylisoquinolin-5-amine). RXN SMILES: [Cl:1][C:2]1[C:11]2[CH:10]=[CH:9][C:8]([CH3:12])=[C:7]([NH2:13])[C:6]=2[CH:5]=[CH:4][N:3]=1.F[C:15]1[C:20]([C:21]2[N:26]=[CH:25][N:24]=[C:23]3[NH:27][N:28]=[CH:29][C:22]=23)=[CH:19][CH:18]=[CH:17][N:16]=1.C[Si]([N-][Si](C)(C)C)(C)C.[Li+].CO>C1COCC1.CC(O)=O>[NH:27]1[C:23]2=[N:24][CH:25]=[N:26][C:21]([C:20]3[C:15]([NH:13][C:7]4[C:6]5[CH:5]=[CH:4][N:3]=[C:2]([Cl:1])[C:11]=5[CH:10]=[CH:9][C:8]=4[CH3:12])=[N:16][CH:17]=[CH:18][CH:19]=3)=[C:22]2[CH:29]=[N:28]1 |f:2.3|. Procedure: A mixture of 1-chloro-6-methylisoquinolin-5-amine (414 mg, 2147 μmol) and 4-(2-fluoropyridin-3-yl)-1H-pyrazolo[3,4-d]pyrimidine (420 mg, 1952 μmol) in THF (20 ml) was sonicated until all solid became a fine powder. Lithium bis(trimethylsilyl)amide, 1.0 M solution in THF (6831 μl, 6831 mmol) was then added (all solids were dissolved and color changed) The mixture was stirred at rt overnight. The mixture was poured into a mixture of MeOH (20 ml) and AcOH (2 ml) and then solvent was removed in vacu...